This data is from the Open Reaction Database (ORD), a public repository of structured organic reaction records. The task is: describe an organic reaction: reactants, conditions, products, and yield Procedure details: The title compound was prepared from 1-hydroxy-4-bromopyrazole and 4-morpholine carbonyl chloride applying the general procedure 8. The crude product was purified by flash chromatography (Quad flash 12, EtOAc-heptane) (85%, crystals). Reactants: ON1N=CC(=C1)Br (1-hydroxy-4-bromopyrazole), N1(CCOCC1)C(=O)Cl (4-morpholine carbonyl chloride). Reaction SMILES: [OH:1][N:2]1[CH:6]=[C:5]([Br:7])[CH:4]=[N:3]1.[N:8]1([C:14](Cl)=[O:15])[CH2:13][CH2:12][O:11][CH2:10][CH2:9]1>>[Br:7][C:5]1[CH:4]=[N:3][N:2]([O:1][C:14]([N:8]2[CH2:13][CH2:12][O:11][CH2:10][CH2:9]2)=[O:15])[CH:6]=1. Yields the product BrC=1C=NN(C1)OC(=O)N1CCOCC1 (Morpholine-4-carboxylic acid 4-bromo-pyrazol-1-yl ester).